Dataset: the Open Reaction Database (ORD), a public repository of structured organic reaction records. Task: describe an organic reaction: reactants, conditions, products, and yield As a reaction SMILES: [CH3:1][O:2][C:3](=[O:19])[CH:4]([NH:8][C:9](=[O:18])[C:10]1[C:15]([Cl:16])=[CH:14][CH:13]=[CH:12][C:11]=1[Cl:17])[CH2:5][CH:6]=[CH2:7].I[C:21]1[CH:26]=[CH:25][C:24]([N:27]([CH2:34][CH2:35][CH3:36])[C:28]2[N:33]=[CH:32][CH:31]=[CH:30][N:29]=2)=[CH:23][CH:22]=1>>[CH3:1][O:2][C:3](=[O:19])[CH:4]([NH:8][C:9](=[O:18])[C:10]1[C:11]([Cl:17])=[CH:12][CH:13]=[CH:14][C:15]=1[Cl:16])[CH2:5]/[CH:6]=[CH:7]/[C:21]1[CH:26]=[CH:25][C:24]([N:27]([CH2:34][CH2:35][CH3:36])[C:28]2[N:29]=[CH:30][CH:31]=[CH:32][N:33]=2)=[CH:23][CH:22]=1. Yields the product COC(C(C\C=C\C1=CC=C(C=C1)N(C1=NC=CC=N1)CCC)NC(C1=C(C=CC=C1Cl)Cl)=O)=O ((E)-2-(2,6-dichlorobenzamido)-5-[4-(propyl-pyrimidin-2-ylamino)phenyl]pent-4-enoic acid methyl ester). The yield is 71.9%. Procedure: In the same manner as in Example 1, 2-(2,6-dichlorobenzamido)pent-4-enoic acid methyl ester (171 mg) was reacted with N-(4-iodophenyl)-N-propylpyrimidin-2-amine (192 mg) to obtain (E)-2-(2,6-dichlorobenzamido)-5-[4-(propyl-pyrimidin-2-ylamino)phenyl]pent-4-enoic acid methyl ester (209 mg). Column chromatography (silica gel, eluent: cyclohexane/chloroform=4/1-3/1) was used for purification. The reactants are COC(C(CC=C)NC(C1=C(C=CC=C1Cl)Cl)=O)=O (2-(2,6-dichlorobenzamido)pent-4-enoic acid methyl ester), IC1=CC=C(C=C1)N(C1=NC=CC=N1)CCC (N-(4-iodophenyl)-N-propylpyrimidin-2-amine). Starting materials: C(C)OCN1C=NC=2N(C(NC(C12)=O)=O)C (7-ethoxymethyl-3-methylxanthine), ClCCCCC(C#C)(C)O (1-chloro-5-hydroxy-5-methyl-6-heptyne). Yields the product C(C)OCN1C=NC=2N(C(N(C(C12)=O)CCCCC(C#C)(C)O)=O)C (7-Ethoxymethyl-1-(5-hydroxy-5-methyl-6-heptynyl)-3-methylxanthine). Reaction SMILES: [CH2:1]([O:3][CH2:4][N:5]1[C:13]2[C:12](=[O:14])[NH:11][C:10](=[O:15])[N:9]([CH3:16])[C:8]=2[N:7]=[CH:6]1)[CH3:2].Cl[CH2:18][CH2:19][CH2:20][CH2:21][C:22]([OH:26])([CH3:25])[C:23]#[CH:24]>>[CH2:1]([O:3][CH2:4][N:5]1[C:13]2[C:12](=[O:14])[N:11]([CH2:18][CH2:19][CH2:20][CH2:21][C:22]([OH:26])([CH3:25])[C:23]#[CH:24])[C:10](=[O:15])[N:9]([CH3:16])[C:8]=2[N:7]=[CH:6]1)[CH3:2]. Reported procedure: 44.84 g (0.2 mol) of 7-ethoxymethyl-3-methylxanthine were reacted with 32.13 g (0.2 mol) of 1-chloro-5-hydroxy-5-methyl-6-heptyne from Example 1B1), and worked up in analogy to Example 1B2). Reactants: [OH-].[Na+] (sodium hydroxide), S(=O)([O-])[O-].[Na+].[Na+] (sodium sulfite), BrBr (bromine), C(C)(=O)[O-].[Na+] (sodium acetate), COC1=NC=CC=C1 (2-methoxypyridine). Run in O (water), O (water), C(C)(=O)OCC (Ethyl acetate). Run at temperature 20 celsius, time 5 hour. Yields the product BrC=1C=CC(=NC1)OC (5-bromo-2-methoxypyridine). The yield is 85.9%. Reaction SMILES: C([O-])(=O)C.[Na+].[CH3:6][O:7][C:8]1[CH:13]=[CH:12][CH:11]=[CH:10][N:9]=1.[Br:14]Br.[OH-].[Na+].S([O-])([O-])=O.[Na+].[Na+]>O.C(OCC)(=O)C>[Br:14][C:11]1[CH:12]=[CH:13][C:8]([O:7][CH3:6])=[N:9][CH:10]=1 |f:0.1,4.5,6.7.8|. Reported procedure: Ethyl acetate (325 kg), sodium acetate (58 kg, 707 mol) and 2-methoxypyridine (68.7 kg, 630 mol) were mixed in a reactor vessel (inner volume 1000 L). To this solution was added dropwise bromine (122.3 kg, 765 mol) over 6.5 hr while keeping the inside temperature from exceeding 10° C. After the dropwise addition, the inside temperature was raised to 20° C. and the mixture was stirred for 5 hr. The ratio of reaction progress at this time point was 73%. Thereafter, the inside temperature was raise... Yields the product NC=1C(=C(C=C(C(=O)O)C1)SCCCC)OC1=CC=CC=C1 (5-Amino-3-n-butylthio-4-phenoxybenzoic acid). The reactants are NC=1C(=C(C=C(C(=O)O)C1)S)OC1=CC=CC=C1 (5-Amino-3-mercapto-4-phenoxybenzoic acid), [OH-].[Na+] (sodium hydroxide), C(CCC)I (n-butyl iodide). Conditions: time 16 hour. Reported procedure: 5-Amino-3-mercapto-4-phenoxybenzoic acid (5.22 g) is suspended in water (150 ml), 1 N sodium hydroxide is added until pH 8, and n-butyl iodide (7.4 g) is added to the resulting solution. The reaction mixture is stirred for 16 hours whereafter 5-amino-3-n-butylthio-4-phenxoybenzoic acid is precipitated by addition of 1 N hydrochloric acid until pH 2.5. After collection, recrystallization from aqueous ethanol, and drying in vacuo at 65°C, the compound is obtained with a melting point of 131°-132°C... Reaction SMILES: [NH2:1][C:2]1[C:3]([O:12][C:13]2[CH:18]=[CH:17][CH:16]=[CH:15][CH:14]=2)=[C:4]([SH:11])[CH:5]=[C:6]([CH:10]=1)[C:7]([OH:9])=[O:8].[OH-].[Na+].[CH2:21](I)[CH2:22][CH2:23][CH3:24]>O>[NH2:1][C:2]1[C:3]([O:12][C:13]2[CH:14]=[CH:15][CH:16]=[CH:17][CH:18]=2)=[C:4]([S:11][CH2:21][CH2:22][CH2:23][CH3:24])[CH:5]=[C:6]([CH:10]=1)[C:7]([OH:9])=[O:8] |f:1.2|. The solvent is O (water). Starting materials: COC(=O)C1CCc2onc(-c3ccc(OC)cc3)c2CC1, CO, [K+], [OH-], O. The product is COc1ccc(-c2noc3c2CCC(C(=O)O)CC3)cc1. As a reaction SMILES: [CH3:1][O:2][c:3]1[cH:4][cH:5][c:6](-[c:9]2[n:10][o:11][c:12]3[c:13]2[CH2:14][CH2:15][CH:16]([C:19](=[O:20])[O:21][CH3:22])[CH2:17][CH2:18]3)[cH:7][cH:8]1.[CH3:25][OH:26].[K+:24].[OH-:23].[OH2:27]>>[CH3:1][O:2][c:3]1[cH:4][cH:5][c:6](-[c:9]2[n:10][o:11][c:12]3[c:13]2[CH2:14][CH2:15][CH:16]([C:19](=[O:20])[OH:21])[CH2:17][CH2:18]3)[cH:7][cH:8]1. Starting materials: Br[Mg]c1ccccc1, O=C1Cc2ccccc2C1, Cl, O, Cc1ccc(S(=O)(=O)O)cc1, c1ccccc1. Yields the product C1=C(c2ccccc2)Cc2ccccc21. Reaction SMILES: [Br:11][Mg:12][c:13]1[cH:14][cH:15][cH:16][cH:17][cH:18]1.[CH2:1]1[C:2](=[O:10])[CH2:3][c:4]2[cH:5][cH:6][cH:7][cH:8][c:9]21.[ClH:19].[OH2:37].[c:20]1([CH3:21])[cH:22][cH:23][c:24]([S:25]([OH:26])(=[O:27])=[O:28])[cH:29][cH:30]1.[cH:31]1[cH:32][cH:33][cH:34][cH:35][cH:36]1>>[CH:1]1=[C:2]([c:13]2[cH:14][cH:15][cH:16][cH:17][cH:18]2)[CH2:3][c:4]2[cH:5][cH:6][cH:7][cH:8][c:9]21. RXN SMILES: [CH2:36]1[O:37][CH2:38][CH2:39][CH2:40]1.[CH3:1][CH:2]([OH:3])[C:4]([OH:5])=[O:6].[F:7][c:8]1[cH:9][cH:10][c:11](-[n:14]2[n:15][cH:16][c:17]3[cH:18][c:19]([O:23][CH:24]([CH:25]([CH3:26])[NH2:27])[c:28]4[cH:29][c:30]([O:34][CH3:35])[cH:31][cH:32][cH:33]4)[cH:20][cH:21][c:22]23)[cH:12][cH:13]1>>[CH3:1][CH:2]([OH:3])[C:4](=[O:6])[NH:27][CH:25]([CH:24]([O:23][c:19]1[cH:18][c:17]2[cH:16][n:15][n:14](-[c:11]3[cH:10][cH:9][c:8]([F:7])[cH:13][cH:12]3)[c:22]2[cH:21][cH:20]1)[c:28]1[cH:29][c:30]([O:34][CH3:35])[cH:31][cH:32][cH:33]1)[CH3:26]. Reactants: C1CCOC1, CC(O)C(=O)O, COc1cccc(C(Oc2ccc3c(cnn3-c3ccc(F)cc3)c2)C(C)N)c1. Product: COc1cccc(C(Oc2ccc3c(cnn3-c3ccc(F)cc3)c2)C(C)NC(=O)C(C)O)c1. The reactants are [CH2]C, C1CCOC1, CN1CCN(c2ccc(N)cc2)CC1, CC(=O)O, CC(C)[N-]C(C)C, CCn1c(=O)ccc2cnc(F)cc21, [Li+]. Yields the product CCn1c(=O)ccc2cnc(Nc3ccc(N4CCN(C)CC4)cc3)cc21. Reaction SMILES: [CH2:15][CH3:16].[CH2:39]1[O:40][CH2:41][CH2:42][CH2:43]1.[CH3:17][N:18]1[CH2:19][CH2:20][N:21]([c:24]2[cH:25][cH:26][c:27]([NH2:28])[cH:29][cH:30]2)[CH2:22][CH2:23]1.[CH3:44][C:45](=[O:46])[OH:47].[CH:31]([N-:32][CH:33]([CH3:34])[CH3:35])([CH3:36])[CH3:37].[F:1][c:2]1[n:3][cH:4][c:5]2[cH:6][cH:7][c:8](=[O:14])[n:9]([CH2:12][CH3:13])[c:10]2[cH:11]1.[Li+:38]>>[c:2]1([NH:28][c:27]2[cH:26][cH:25][c:24]([N:21]3[CH2:20][CH2:19][N:18]([CH3:17])[CH2:23][CH2:22]3)[cH:30][cH:29]2)[n:3][cH:4][c:5]2[cH:6][cH:7][c:8](=[O:14])[n:9]([CH2:12][CH3:13])[c:10]2[cH:11]1. The reactants are CS(=O)(=O)C1=CC=C(C=C1)C=1C(=C2C=CC(=CC2=CC1)O)OC1=CC=C(C=C1)OCCN1CCCCC1 (6-(4-Methanesulfonyl-phenyl)-5-[4-(2-piperidin-1-yl-ethoxy)-phenoxy]-naphthalen-2-ol), C(C1=CC=CC=C1)(=O)Cl (benzoyl chloride). The reagents and catalysts are CN(C)C=1C=CN=CC1 (DMAP). The solvent is N1=CC=CC=C1 (pyridine). Conditions: time 18 hour. The product is CS(=O)(=O)C1=CC=C(C=C1)C=1C(=C2C=CC(=CC2=CC1)OC(C1=CC=CC=C1)=O)OC1=CC=C(C=C1)OCCN1CCCCC1 (benzoic acid 6-(4-methanesulfonyl-phenyl)-5-[4-(2-piperidin-1-yl-ethoxy)-phenoxy]-naphthalen-2-yl ester). Isolated yield 97.3%. Reaction SMILES: [CH3:1][S:2]([C:5]1[CH:10]=[CH:9][C:8]([C:11]2[C:12]([O:22][C:23]3[CH:28]=[CH:27][C:26]([O:29][CH2:30][CH2:31][N:32]4[CH2:37][CH2:36][CH2:35][CH2:34][CH2:33]4)=[CH:25][CH:24]=3)=[C:13]3[C:18](=[CH:19][CH:20]=2)[CH:17]=[C:16]([OH:21])[CH:15]=[CH:14]3)=[CH:7][CH:6]=1)(=[O:4])=[O:3].[C:38](Cl)(=[O:45])[C:39]1[CH:44]=[CH:43][CH:42]=[CH:41][CH:40]=1>N1C=CC=CC=1.CN(C1C=CN=CC=1)C>[CH3:1][S:2]([C:5]1[CH:6]=[CH:7][C:8]([C:11]2[C:12]([O:22][C:23]3[CH:28]=[CH:27][C:26]([O:29][CH2:30][CH2:31][N:32]4[CH2:37][CH2:36][CH2:35][CH2:34][CH2:33]4)=[CH:25][CH:24]=3)=[C:13]3[C:18](=[CH:19][CH:20]=2)[CH:17]=[C:16]([O:21][C:38](=[O:45])[C:39]2[CH:44]=[CH:43][CH:42]=[CH:41][CH:40]=2)[CH:15]=[CH:14]3)=[CH:9][CH:10]=1)(=[O:4])=[O:3]. Procedure: Dissolve the product of Example 3 (220 mg, 0.43 mmol) in pyridine (5 mL) and treat sequentially with benzoyl chloride (0.067 mL, 0.58 mmol), and DMAP (catalytic amount). Stir at ambient temperature for 18 hours and evaporate pyridine. Partition between saturated aqueous NH4Cl and ethyl acetate (containing 8% MeOH). After separation of the layers extract the aqueous layer with ethyl acetate (containing 5% MeOH) and combine the two organic layers. Wash with saturated aqueous NaHCO3 and brine. Dry ... Starting materials: CS(=O)(=O)Cl, CC(c1ccc(N)cc1Cl)C(O)(c1ccnc(Cl)c1)C(F)(F)F, c1ccncc1. Product: CC(c1ccc(NS(C)(=O)=O)cc1Cl)C(O)(c1ccnc(Cl)c1)C(F)(F)F. Reaction SMILES: [CH3:1][S:2]([Cl:3])(=[O:4])=[O:5].[NH2:6][c:7]1[cH:8][c:9]([Cl:28])[c:10]([CH:13]([C:14]([C:15]([F:16])([F:17])[F:18])([OH:19])[c:20]2[cH:21][c:22]([Cl:26])[n:23][cH:24][cH:25]2)[CH3:27])[cH:11][cH:12]1.[cH:29]1[cH:30][cH:31][n:32][cH:33][cH:34]1>>[CH3:1][S:2](=[O:4])(=[O:5])[NH:6][c:7]1[cH:8][c:9]([Cl:28])[c:10]([CH:13]([C:14]([C:15]([F:16])([F:17])[F:18])([OH:19])[c:20]2[cH:21][c:22]([Cl:26])[n:23][cH:24][cH:25]2)[CH3:27])[cH:11][cH:12]1.